describe an organic reaction: reactants, conditions, products, and yield From a dataset of the Open Reaction Database (ORD), a public repository of structured organic reaction records. Reaction SMILES: [NH2:1][C:2]1[CH:7]=[C:6]([Cl:8])[CH:5]=[C:4]([CH2:9][CH:10]=[CH2:11])[C:3]=1[O:12][CH3:13].[N:14]([O-])=O.[Na+].O.O.Cl[Sn]Cl>>[CH2:9]([C:4]1[C:3]([O:12][CH3:13])=[C:2]([NH:1][NH2:14])[CH:7]=[C:6]([Cl:8])[CH:5]=1)[CH:10]=[CH2:11] |f:1.2,3.4.5|. Procedure: The title compound was prepared by the general procedure described above for Preparations 2a-i using 2-amino-4-chloro-6-allylanisole (18 g), NaNO2 (9.02 g), and SnCl2.2H2O(3.48 g). Workup gave 16 g (82%) of (3-allyl-5-chloro-2-methoxyphenyl)hydrazine which was used without further purification. The product is C(C=C)C=1C(=C(C=C(C1)Cl)NN)OC ((3-allyl-5-chloro-2-methoxyphenyl)hydrazine). Reactants: 2a-i, O.O.Cl[Sn]Cl (SnCl2.2H2O), NC1=C(C(=CC(=C1)Cl)CC=C)OC (2-amino-4-chloro-6-allylanisole), N(=O)[O-].[Na+] (NaNO2). Yield: 82.6%. Reactants: CCOC(=O)Cl, [Li]CCCC, COCOc1ccc(CC(CCNS(=O)(=O)c2ccc(Cl)cc2)c2cccnc2)cc1, CCCCCC, [Cl-], [Na+], C1CCOC1. Product: CCOC(=O)N(CCC(Cc1ccc(OCOC)cc1)c1cccnc1)S(=O)(=O)c1ccc(Cl)cc1. Reaction SMILES: [C:37]([O:38][CH2:39][CH3:40])(=[O:41])[Cl:42].[CH2:32]([Li:33])[CH2:34][CH2:35][CH3:36].[CH3:1][O:2][CH2:3][O:4][c:5]1[cH:6][cH:7][c:8]([CH2:11][CH:12]([CH2:13][CH2:14][NH:15][S:16](=[O:17])(=[O:18])[c:19]2[cH:20][cH:21][c:22]([Cl:25])[cH:23][cH:24]2)[c:26]2[cH:27][n:28][cH:29][cH:30][cH:31]2)[cH:9][cH:10]1.[CH3:50][CH2:51][CH2:52][CH2:53][CH2:54][CH3:55].[Cl-:44].[Na+:43].[O:45]1[CH2:46][CH2:47][CH2:48][CH2:49]1>>[CH3:1][O:2][CH2:3][O:4][c:5]1[cH:6][cH:7][c:8]([CH2:11][CH:12]([CH2:13][CH2:14][N:15]([S:16](=[O:17])(=[O:18])[c:19]2[cH:20][cH:21][c:22]([Cl:25])[cH:23][cH:24]2)[C:37]([O:38][CH2:39][CH3:40])=[O:41])[c:26]2[cH:27][n:28][cH:29][cH:30][cH:31]2)[cH:9][cH:10]1. Starting materials: COC1=C(C(C=O)=CC=C1)O (3-methoxysalicylaldehyde), C1(=CC=CC=C1)S(=O)(=O)Cl (benzenesulfonyl chloride), ice water. Solvent: [OH-].[Na+] (NaOH). Reaction conditions: time 1 hour. Yields the product OC1=C(C=O)C=CC=C1OC.C1=C(C=CC=C1)S(=O)(=O)[O-] (2-Hydroxy-3-methoxybenzaldehyde 2-benzenesulfonate). Reaction SMILES: [CH3:1][O:2][C:3]1[CH:10]=[CH:9][CH:8]=[C:5]([CH:6]=[O:7])[C:4]=1[OH:11].[C:12]1([S:18](Cl)(=[O:20])=[O:19])[CH:17]=[CH:16][CH:15]=[CH:14][CH:13]=1>[OH-].[Na+]>[OH:11][C:4]1[C:3]([O:2][CH3:1])=[CH:10][CH:9]=[CH:8][C:5]=1[CH:6]=[O:7].[CH:13]1[CH:14]=[CH:15][CH:16]=[CH:17][C:12]=1[S:18]([O-:20])(=[O:2])=[O:19] |f:2.3,4.5|. Procedure details: A slurry of 3-methoxysalicylaldehyde (45.6 g, 299 mM) in NaOH (138 ml, 15% aqueous solution) is treated with benzenesulfonyl chloride (66 g, 373 mM) and the mixture vigorously stirred for 1 hour. The reaction mixture is then poured into ice-water (500 ml) and the resulting white solid filtered, washed with cold water, and then recrystallized from acetic acid to afford the product as a white solid; yield 72.2 g (85%); m.p. 119°-120° C. The reactants are N#CBr (Cyanogen bromide), ClC1=NC2=CC=CC=C2C(=C1N)N[C@H](C)C1=CC=CC=C1 (2-chloro-N4-[(1R)-1-phenylethyl]quinoline-3,4-diamine), N#CBr (cyanogen bromide). Solvent: C(C)O (ethanol). Conditions: temperature 80 celsius, time 8 hour. Product: Br.ClC1=NC=2C=CC=CC2C2=C1N=C(N2[C@H](C)C2=CC=CC=C2)N (4-chloro-1-[(1R)-1-phenylethyl]-1H-imidazo[4,5-c]quinolin-2-amine hydrobromide). Isolated yield 101.5%. Reaction SMILES: [Cl:1][C:2]1[C:11]([NH2:12])=[C:10]([NH:13][C@@H:14]([C:16]2[CH:21]=[CH:20][CH:19]=[CH:18][CH:17]=2)[CH3:15])[C:9]2[C:4](=[CH:5][CH:6]=[CH:7][CH:8]=2)[N:3]=1.[N:22]#[C:23][Br:24]>C(O)C>[BrH:24].[Cl:1][C:2]1[C:11]2[N:12]=[C:23]([NH2:22])[N:13]([C@@H:14]([C:16]3[CH:21]=[CH:20][CH:19]=[CH:18][CH:17]=3)[CH3:15])[C:10]=2[C:9]2[CH:8]=[CH:7][CH:6]=[CH:5][C:4]=2[N:3]=1 |f:3.4|. Procedure: A solution of 2-chloro-N4-[(1R)-1-phenylethyl]quinoline-3,4-diamine (10.0 g, 33.6 mmol) in ethanol (100 mL) was heated to 80° C. Cyanogen bromide (3.84 g, 36.9 mmol) was added, and the dark solution was heated at 80° C. for two hours. An analysis by LC/MS indicated the presence of starting material. Additional cyanogen bromide (3.84 g, 36.9 mmol) was added, and the reaction was stirred overnight at 80° C. The solvent was removed under reduced pressure, and the resulting oil was stirred with diet... The reactants are O=O (O2), C(C1=CC=CC=C1)N1CC(=C(C1)C1=CC=C(C=C1)Cl)C(=O)O (1-benzyl-4-(4-chloro-phenyl)-2,5-dihydro-1H-pyrrole-3-carboxylic acid), Ru(OAc)2((S)-2-furyl-MeOBIPHEP), COC1=CC=CC(=C1C1=C(C=CC=C1OC)P(C=1OC=CC1)C=1OC=CC1)P(C=1OC=CC1)C=1OC=CC1 ((6,6′-dimethoxybiphenyl-2,2′-diyl)bis(di-2-furylphosphine)), [H][H] (hydrogen), crude product. The solvent is CO (methanol), CO (methanol). Run at time 2 hour. Yields the product C(C1=CC=CC=C1)N1C[C@@H]([C@@H](C1)C1=CC=C(C=C1)Cl)C(=O)O ((3R,4R)-1-Benzyl-4-(4-chloro-phenyl)-pyrrolidine-3-carboxylic acid). Yield: 97.7%. Reaction SMILES: O=O.[CH2:3]([N:10]1[CH2:14][C:13]([C:15]2[CH:20]=[CH:19][C:18]([Cl:21])=[CH:17][CH:16]=2)=[C:12]([C:22]([OH:24])=[O:23])[CH2:11]1)[C:4]1[CH:9]=[CH:8][CH:7]=[CH:6][CH:5]=1.COC1C(C2C(OC)=CC=CC=2P(C2OC=CC=2)C2OC=CC=2)=C(P(C2OC=CC=2)C2OC=CC=2)C=CC=1.[H][H]>CO>[CH2:3]([N:10]1[CH2:14][C@@H:13]([C:15]2[CH:16]=[CH:17][C:18]([Cl:21])=[CH:19][CH:20]=2)[C@@H:12]([C:22]([OH:24])=[O:23])[CH2:11]1)[C:4]1[CH:5]=[CH:6][CH:7]=[CH:8][CH:9]=1. Procedure details: An autoclave was charged under argon in a glove box (O2 content<2 ppm) with 1-benzyl-4-(4-chloro-phenyl)-2,5-dihydro-1H-pyrrole-3-carboxylic acid (1.00 g, 3.19 mmol), [Ru(OAc)2((S)-2-furyl-MeOBIPHEP)] (9.72 mg, 0.01 mmol) (2-furyl-MeOBIPHEP=(6,6′-dimethoxybiphenyl-2,2′-diyl)bis(di-2-furylphosphine) and methanol (30 ml). The asymmetric hydrogenation was run for 20 h at 30° C. under 40 bar of hydrogen (>95% conversion, determined by NMR). After the pressure was released, the grey suspension was ev... Reactants: C(C1=CC=CC=C1)OC1=CC(N(C=C1)CC1=CC(=CC=C1)F)=O (4-(benzyloxy)-1-(3-fluorobenzyl)pyridin-2(1H)-one), IN1C(CCC1=O)=O (N-iodosuccinimide). The solvent is C(C)#N (acetonitrile). Yields the product C(C1=CC=CC=C1)OC1=C(C(N(C=C1)CC1=CC(=CC=C1)F)=O)I (4-(benzyloxy)-1-(3-fluorobenzyl)-3-iodopyridin-2(1H)-one). The yield is 90.6%. RXN SMILES: [CH2:1]([O:8][C:9]1[CH:14]=[CH:13][N:12]([CH2:15][C:16]2[CH:21]=[CH:20][CH:19]=[C:18]([F:22])[CH:17]=2)[C:11](=[O:23])[CH:10]=1)[C:2]1[CH:7]=[CH:6][CH:5]=[CH:4][CH:3]=1.[I:24]N1C(=O)CCC1=O>C(#N)C>[CH2:1]([O:8][C:9]1[CH:14]=[CH:13][N:12]([CH2:15][C:16]2[CH:21]=[CH:20][CH:19]=[C:18]([F:22])[CH:17]=2)[C:11](=[O:23])[C:10]=1[I:24])[C:2]1[CH:7]=[CH:6][CH:5]=[CH:4][CH:3]=1. Procedure details: Heated a reaction mixture of 4-(benzyloxy)-1-(3-fluorobenzyl)pyridin-2(1H)-one (4.83 g, 15.6 mmol) in anhydrous acetonitrile (55 mL) and N-iodosuccinimide (NIS, 3.86 g, 17.1 mmol) under nitrogen atmosphere at 650 C for 4 h. The reaction mixture was concentrated under reduced pressure and the residue was purified by flash chromatography (silica gel) using EtOAc/hexanes (1:1 v:v). The appropriate fractions were collected according to ES MS (M+H 436) and washed with Na2SO3 to remove the color impur... Starting materials: N#CC1=CC=C(I)C=C1. Reagents/catalysts: N=1C=CC(=CC1C=2N=CC=C(C2)C(C)(C)C)C(C)(C)C, O1B(OC(C)(C)C1(C)C)B2OC(C)(C)C(O2)(C)C, C[OH2+].C[OH2+].C1CC=CCCC=C1.C1CC=CCCC=C1.[Ir].[Ir]. Run in O1CCCC1. Run at temperature 25 celsius, time 40 hour. Product: N#CC1=CC=C(I)C=C1B2OC(C)(C)C(O2)(C)C. The yield is 70.0%. Product: Cl.FC(OC=1C=CC(=C(C1)S(=O)(=O)NC1=CC(=C(C=C1)OC)N1CCNCC1)OC)F (5-Difluoromethoxy-2-methoxy-N-(4-methoxy-3-piperazin-1-yl-phenyl)-benzene-sulfonamide Hydrochloride). As a reaction SMILES: C(OC([N:8]1[CH2:13][CH2:12][N:11]([C:14]2[CH:19]=[C:18]([NH2:20])[CH:17]=[CH:16][C:15]=2[O:21][CH3:22])[CH2:10][CH2:9]1)=O)(C)(C)C.[F:23][CH:24]([F:38])[O:25][C:26]1[CH:27]=[CH:28][C:29]([O:36][CH3:37])=[C:30]([S:32]([Cl:35])(=[O:34])=[O:33])[CH:31]=1>>[ClH:35].[F:38][CH:24]([F:23])[O:25][C:26]1[CH:27]=[CH:28][C:29]([O:36][CH3:37])=[C:30]([S:32]([NH:20][C:18]2[CH:17]=[CH:16][C:15]([O:21][CH3:22])=[C:14]([N:11]3[CH2:10][CH2:9][NH:8][CH2:13][CH2:12]3)[CH:19]=2)(=[O:34])=[O:33])[CH:31]=1 |f:2.3|. Reported procedure: The compound was prepared as described for Example 1 by reaction of 4-(5-amino-2-methoxy-phenyl)-piperazine-1-carboxylic acid tert-butyl ester with commercially available 5-difluoromethoxy-2-methoxybenzenesulfonylchloride followed by deprotection under acidic conditions. Reactants: C(C)(C)(C)OC(=O)N1CCN(CC1)C1=C(C=CC(=C1)N)OC (4-(5-amino-2-methoxy-phenyl)-piperazine-1-carboxylic acid tert-butyl ester), FC(OC=1C=CC(=C(C1)S(=O)(=O)Cl)OC)F (5-difluoromethoxy-2-methoxybenzenesulfonylchloride). Starting materials: N1=C(C=CC2=CC=CC=C12)COC1=CC=C(C=C1)C(=O)C1=CC=C(C=C1)OCC1=NC2=CC=CC=C2C=C1 (4-(2-quinolylmethoxy)phenyl ketone), C1(=CC=CC=C1)[Li] (phenyl lithium), O (Water). Run in C1CCOC1 (THF). Yields the product N1=C(C=CC2=CC=CC=C12)COC1=CC=C(C=C1)C=1C(=C(C=CC1)CO)C1=CC=C(C=C1)OCC1=NC2=CC=CC=C2C=C1 ((bis(4-(2-quinolylmethoxy)phenyl)-phenyl)methanol). As a reaction SMILES: N1C2C(=CC=CC=2)C=CC=1COC1C=CC([C:19]([C:21]2[CH:26]=[CH:25][C:24]([O:27][CH2:28][C:29]3[CH:38]=[CH:37][C:36]4[C:31](=[CH:32][CH:33]=[CH:34][CH:35]=4)[N:30]=3)=[CH:23][CH:22]=2)=O)=CC=1.[C:39]1([Li])[CH:44]=[CH:43][CH:42]=[CH:41][CH:40]=1.[OH2:46]>C1COCC1>[N:30]1[C:44]2[C:39](=[CH:40][CH:41]=[CH:42][CH:43]=2)[CH:37]=[CH:38][C:29]=1[CH2:28][O:46][C:39]1[CH:44]=[CH:43][C:42]([C:25]2[C:19]([C:21]3[CH:22]=[CH:23][C:24]([O:27][CH2:28][C:29]4[CH:38]=[CH:37][C:36]5[C:31](=[CH:32][CH:33]=[CH:34][CH:35]=5)[N:30]=4)=[CH:25][CH:26]=3)=[C:23]([CH2:24][OH:27])[CH:22]=[CH:21][CH:26]=2)=[CH:41][CH:40]=1. Procedure: To a solution of 4-(2-quinolylmethoxy)phenyl ketone (0.520 g, 1.05 mmol) in anhydrous THF (10 mL) at -78° C. phenyl lithium (0.873 mL, 1.57 mmol) was added and the reaction mixture was allowed to warm to room temperature. Water was then added to the reaction mixture and the product was extracted with EtOAc (233 ). The organic layer was washed with water, brine, dried over MgSO4, filtered and concentrated in vacuo. The residue was triturated with Et2O to give 400 mg of (bis(4-(2-quinolylmethoxy)p... The reactants are O=C([O-])[O-], CCOC(C)=O, CON=Cc1c(Cl)ccc(-n2c(=O)cc(C(F)(F)F)[nH]c2=O)c1F, [K+], [K+], NOc1ccc([N+](=O)[O-])cc1[N+](=O)[O-]. The product is CON=Cc1c(Cl)ccc(-n2c(=O)cc(C(F)(F)F)n(N)c2=O)c1F. Reaction SMILES: [C:1](=[O:2])([O-:3])[O-:4].[CH3:45][CH2:46][O:47][C:48](=[O:49])[CH3:50].[Cl:21][c:22]1[c:23]([CH:41]=[N:42][O:43][CH3:44])[c:24]([F:40])[c:25](-[n:28]2[c:29](=[O:39])[nH:30][c:31]([C:35]([F:36])([F:37])[F:38])[cH:32][c:33]2=[O:34])[cH:26][cH:27]1.[K+:5].[K+:6].[N+:7]([c:8]1[cH:9][c:10]([N+:11]([O-:12])=[O:13])[cH:14][cH:15][c:16]1[O:17][NH2:18])([O-:19])=[O:20]>>[NH2:7][n:30]1[c:29](=[O:39])[n:28](-[c:25]2[c:24]([F:40])[c:23]([CH:41]=[N:42][O:43][CH3:44])[c:22]([Cl:21])[cH:27][cH:26]2)[c:33](=[O:34])[cH:32][c:31]1[C:35]([F:36])([F:37])[F:38].